This data is from the Open Reaction Database (ORD), a public repository of structured organic reaction records. The task is: describe an organic reaction: reactants, conditions, products, and yield The reactants are CC#N, O=C1CCC(=O)N1I, N#Cc1cc(N)n(-c2c(Cl)cc(OC(F)(F)F)cc2Cl)n1. Product: N#Cc1nn(-c2c(Cl)cc(OC(F)(F)F)cc2Cl)c(N)c1I. As a reaction SMILES: [CH3:30][C:31]#[N:32].[I:22][N:23]1[C:24](=[O:25])[CH2:26][CH2:27][C:28]1=[O:29].[NH2:1][c:2]1[cH:3][c:4]([C:20]#[N:21])[n:5][n:6]1-[c:7]1[c:8]([Cl:19])[cH:9][c:10]([O:14][C:15]([F:16])([F:17])[F:18])[cH:11][c:12]1[Cl:13]>>[NH2:1][c:2]1[c:3]([I:22])[c:4]([C:20]#[N:21])[n:5][n:6]1-[c:7]1[c:8]([Cl:19])[cH:9][c:10]([O:14][C:15]([F:16])([F:17])[F:18])[cH:11][c:12]1[Cl:13]. Starting materials: S(=O)(Cl)Cl (thionyl chloride), Cl (HCl), CC1=CC(=NO1)C(=O)OCC (Ethyl 5-methylisoxazole-3-carboxylate), O.[OH-].[Li+] (lithium hydroxide monohydrate). Run in ClCCl (dichloromethane), CO.C1CCOC1.O (MeOH THF H2O). Reaction conditions: time 16 hour. Yields the product CC1=CC(=NO1)C(=O)Cl (5-methylisoxazole-3-carbonyl chloride), syrup. The yield is 70.0%. Reaction SMILES: [CH3:1][C:2]1[O:6][N:5]=[C:4]([C:7]([O:9]CC)=O)[CH:3]=1.O.[OH-].[Li+].Cl.S(Cl)([Cl:18])=O>CO.C1COCC1.O.ClCCl>[CH3:1][C:2]1[O:6][N:5]=[C:4]([C:7]([Cl:18])=[O:9])[CH:3]=1 |f:1.2.3,6.7.8|. Reported procedure: Ethyl 5-methylisoxazole-3-carboxylate (500 mg, 3.22 mmol) was suspended in MeOH-THF-H2O (20 mL, 1:1:1) and lithium hydroxide monohydrate (1.35 g, 32.2 mmol) was added. The reaction mixture was stirred for 16 h at room temperature, and acidified with 1N HCl. The crude product was extracted with ethyl acetate, and ethyl acetate layer was dried (Na2SO4) and solvent evaporated. The white solid thus obtained, was suspended in dichloromethane (30 mL) and treated with thionyl chloride (2.35 mL, 32.3 mm... The reactants are ClC=1C(=C(C=C2C(=CC(OC12)(C)C)C(C)C)C(=C(CO)F)CC)OC(C)C (3-(8-chloro-7-isopropoxy-4-isopropyl-2,2-dimethyl-2H-chromen-6-yl)-2-fluoro-pent-2-en-1-ol), C[N+]1(CCOCC1)[O-] (4-methylmorpholine N-oxide), ClC=1C(=C(C=C2C(=CC(OC12)(C)C)C(C)C)C(=C(CO)F)CC)OC(C)C (3-(8-chloro-7-isopropoxy-4-isopropyl-2,2-dimethyl-2H-chromen-6-yl)-2-fluoro-pent-2-en-1-ol), C(CC)[N+](CCC)(CCC)CCC (tetrapropylammonium). Product: ClC=1C(=C(C=C2C(=CC(OC12)(C)C)C(C)C)/C(=C(\C=O)/F)/CC)OC(C)C ((2E)-3-(8-Chloro-7-isopropoxy-4-isopropyl-2,2-dimethyl-2H-chromen-6-yl)-2-fluoro-pent-2-enal). RXN SMILES: [Cl:1][C:2]1[C:3]([O:24][CH:25]([CH3:27])[CH3:26])=[C:4]([C:17]([CH2:22][CH3:23])=[C:18]([F:21])[CH2:19][OH:20])[CH:5]=[C:6]2[C:11]=1[O:10][C:9]([CH3:13])([CH3:12])[CH:8]=[C:7]2[CH:14]([CH3:16])[CH3:15].C([N+](CCC)(CCC)CCC)CC.C[N+]1([O-])CCOCC1>>[Cl:1][C:2]1[C:3]([O:24][CH:25]([CH3:26])[CH3:27])=[C:4](/[C:17](/[CH2:22][CH3:23])=[C:18](/[F:21])\[CH:19]=[O:20])[CH:5]=[C:6]2[C:11]=1[O:10][C:9]([CH3:13])([CH3:12])[CH:8]=[C:7]2[CH:14]([CH3:16])[CH3:15]. Procedure: Following General Procedure M, 3-(8-chloro-7-isopropoxy-4-isopropyl-2,2-dimethyl-2H-chromen-6-yl)-2-fluoro-pent-2-en-1-ol (Compound 157, 0.90 g, 2.26 mmol), tetrapropylammonium perrunthenate (TPAP, 0.04 g, 0.11 mmol), and 4-methylmorpholine N-oxide (NMO, 0.40 g, 3.4 mmol) were reacted to give the title compound as a pale yellow solid after purification by flash chromatography (silica gel, 10% ethyl acetate in hexanes). The reactants are IC1=CC=C(C=C1)[N+](=O)[O-] (1-iodo-4-nitro-benzene), N1(CCOCC1)CCN (2-morpholin-4-yl-ethylamine). The product is N1(CCOCC1)CCNC1=CC=C(C=C1)[N+](=O)[O-] ((2-Morpholin-4-yl-ethyl)-(4-nitro-phenyl)-amine). RXN SMILES: I[C:2]1[CH:7]=[CH:6][C:5]([N+:8]([O-:10])=[O:9])=[CH:4][CH:3]=1.[N:11]1([CH2:17][CH2:18][NH2:19])[CH2:16][CH2:15][O:14][CH2:13][CH2:12]1>>[N:11]1([CH2:17][CH2:18][NH:19][C:2]2[CH:7]=[CH:6][C:5]([N+:8]([O-:10])=[O:9])=[CH:4][CH:3]=2)[CH2:16][CH2:15][O:14][CH2:13][CH2:12]1. Procedure details: Using 1-iodo-4-nitro-benzene (498 mg) instead of 1-bromo-3-nitro-benzene, and 2-morpholin-4-yl-ethylamine (315 μl) instead of morpholine, in the same manner as Step A in Example 1-D-105, the desired compound was obtained (301.1 mg, 60%). The reactants are CS(=O)(=O)CC1=CC=C(C=C1)[N+](=O)[O-] (1-[(methylsulphonyl)methyl]-4-nitrobenzene), [H][H] (hydrogen). The reagents and catalysts are [Pd] (palladium on carbon). Solvent: C(C)(=O)OCC (ethyl acetate). The product is CS(=O)(=O)CC1=CC=C(C=C1)N (4-[(Methylsulphonyl)methyl]benzeneamine). Isolated yield 55.2%. Reaction SMILES: [CH3:1][S:2]([CH2:5][C:6]1[CH:11]=[CH:10][C:9]([N+:12]([O-])=O)=[CH:8][CH:7]=1)(=[O:4])=[O:3].[H][H]>C(OCC)(=O)C.[Pd]>[CH3:1][S:2]([CH2:5][C:6]1[CH:11]=[CH:10][C:9]([NH2:12])=[CH:8][CH:7]=1)(=[O:3])=[O:4]. Reported procedure: A solution of 1-[(methylsulphonyl)methyl]-4-nitrobenzene (4 g) in ethyl acetate (300 ml) containing a catalytic amount of palladium on carbon (10%, prehydrogenated, 0.5 g) was hydrogenated at room temperature and pressure until hydrogen uptake ceased (1400 ml, 1 h). The catalyst was filtered off and the filter cake washed with warm ethanol (2×80 ml). The filtrates were combined and concentrated under vacuum to afford the title compound (1.9 g) as a pale yellow crystalline solid, m.p. 167°-168° C... Reactants: [OH-].[K+] (potassium hydroxide), OCC1(OCCC1)CO (2,2-bis(hydroxymethyl)-tetrahydrofuran), BrCCCCCCCCCCCCCCCCCC (bromooctadecane), CS(=O)C (dimethylsulfoxide), resultant mixture. The solvent is O (water), O1CCCC1 (tetrahydrofuran), [Cl-].[Na+] (sodium chloride). Product: C(CCCCCCCCCCCCCCCCC)OCC1(OCCC1)CO (tetrahydro-2-octadecyloxymethyl-2-furanmethanol). Reaction SMILES: [OH:1][CH2:2][C:3]1([CH2:8][OH:9])[CH2:7][CH2:6][CH2:5][O:4]1.Br[CH2:11][CH2:12][CH2:13][CH2:14][CH2:15][CH2:16][CH2:17][CH2:18][CH2:19][CH2:20][CH2:21][CH2:22][CH2:23][CH2:24][CH2:25][CH2:26][CH2:27][CH3:28].CS(C)=O.[OH-].[K+]>[Cl-].[Na+].O.O1CCCC1>[CH2:28]([O:1][CH2:2][C:3]1([CH2:8][OH:9])[CH2:7][CH2:6][CH2:5][O:4]1)[CH2:27][CH2:26][CH2:25][CH2:24][CH2:23][CH2:22][CH2:21][CH2:20][CH2:19][CH2:18][CH2:17][CH2:16][CH2:15][CH2:14][CH2:13][CH2:12][CH3:11] |f:3.4,5.6|. Reported procedure: To a mixture of 2.64 g (0.002 mol) of 2,2-bis(hydroxymethyl)-tetrahydrofuran and 2.2 g (0.0066 mol) of bromooctadecane in 8 ml of 1:1 mixture of dimethylsulfoxide and tetrahydrofuran was added 1.84 g (0.0264 mol) of finely powdered potassium hydroxide. The resultant mixture was then stirred at room temperature for 2 hours, after which time it was poured onto 100 ml of water, diluted with 20 ml of an aqueous saturated sodium chloride solution and extracted with ether. The ether extract was then w...